Dataset: the Open Reaction Database (ORD), a public repository of structured organic reaction records. Task: describe an organic reaction: reactants, conditions, products, and yield Reactants: CCc1nc(C)c(C=O)[nH]1, Cc1cc(C)n2nc(C=O)nc2n1, O=C1CC(=O)OC(CCc2ccc(O)c(CO)c2)(C2CCCC2)C1, CC(C)(C#N)c1ccc(CCC2(C3CCCC3)CC(O)=CC(=O)O2)cc1F. The product is Cc1cc(C)n2nc(CC3=C(O)CC(CCc4ccc(O)c(CO)c4)(C4CCCC4)OC3=O)nc2n1. RXN SMILES: [CH2:65]([c:66]1[nH:67][c:68]([CH:69]=[O:70])[c:71]([CH3:72])[n:73]1)[CH3:74].[CH3:52][c:53]1[n:54][c:55]2[n:56]([c:57]([CH3:59])[cH:58]1)[n:60][c:61]([CH:63]=[O:64])[n:62]2.[CH:1]1([C:6]2([CH2:14][CH2:15][c:16]3[cH:17][c:18]([CH2:23][OH:24])[c:19]([OH:22])[cH:20][cH:21]3)[CH2:7][C:8](=[O:13])[CH2:9][C:10](=[O:12])[O:11]2)[CH2:2][CH2:3][CH2:4][CH2:5]1.[CH:25]1([C:26]2([CH2:27][CH2:28][c:29]3[cH:30][cH:31][c:32]([C:33]([CH3:34])([CH3:35])[C:36]#[N:37])[c:38]([F:39])[cH:40]3)[CH2:41][C:42]([OH:43])=[CH:44][C:45](=[O:46])[O:47]2)[CH2:48][CH2:49][CH2:50][CH2:51]1>>[CH:1]1([C:6]2([CH2:14][CH2:15][c:16]3[cH:17][c:18]([CH2:23][OH:24])[c:19]([OH:22])[cH:20][cH:21]3)[CH2:7][C:8]([OH:13])=[C:9]([CH2:63][c:61]3[n:60][n:56]4[c:55]([n:54][c:53]([CH3:52])[cH:58][c:57]4[CH3:59])[n:62]3)[C:10](=[O:12])[O:11]2)[CH2:2][CH2:3][CH2:4][CH2:5]1. The reactants are OC[C@H](O)[C@@H](O)[C@H](O)[C@H](O)CO (sorbitol), C(C(CO)(CO)N)O.Cl (Tris-HCl), N[C@@H](CCSC)C(=O)O (Met), ( 9 ), OC[C@H](O)[C@@H](O)[C@H](O)[C@H](O)CO (sorbitol), C([C@H]([C@@H](CS)O)O)S (DTT), C(CN(CC(=O)O)CC(=O)O)N(CC(=O)O)CC(=O)O (EDTA), [Cl-].[K+] (KCl), CCC(CC)COC(C1=CC=CC=C1)(C2=CC=CC=C2)C(=O)N(C)CC[NH+](C)C.[Cl-] (X-100), C(C(CO)(CO)N)O.Cl (Tris-HCl), C(C(CO)(CO)N)O.Cl (Tris-HCl), C([C@H]([C@@H](CS)O)O)S (DTT), C([C@H]([C@@H](CS)O)O)S (DTT). Reaction conditions: time 16 hour. The product is NC1=CC=C2C(=CC(OC2=C1)=O)C (7-amino-4-methylcoumarine). Reaction SMILES: O[CH2:2][C@@H:3]([C@H:5]([C@@H:7]([C@@H:9]([CH2:11][OH:12])O)O)O)[OH:4].[CH2:13](O)C(N)(CO)CO.Cl.C(S)[C@@H](O)[C@H](O)CS.C(N(CC(O)=O)CC(O)=O)CN(CC(O)=O)CC(O)=O.[Cl-].[K+].CCC(CO[C:59]([C:72]([N:74](CC[NH+](C)C)C)=O)(C1C=CC=CC=1)[C:60]1C=CC=CC=1)CC.[Cl-].N[C@H](C(O)=O)CCSC>>[NH2:74][C:72]1[CH:2]=[C:3]2[C:5]([C:7]([CH3:13])=[CH:9][C:11](=[O:12])[O:4]2)=[CH:60][CH:59]=1 |f:1.2,5.6,7.8|. Procedure: After the plasmid DNA obtained was introduced to the yeast BJ2168, transformants obtained on an auxotrophic plate (6.7 g/l yeast nitrogen base, 20 g/l glucose, 20 mg/l tryptophan, 20 mg/l histidine, 20 mg/l uracil, 15 g/l agar) were each inoculated into a test tube containing 5 ml of YPD medium (10 g/l yeast extract, 20 g/l peptone, 20 g/l glucose) and cultured at 30° C. for 16 hours. Each culture broth was transferred to a conical flask containing 500 ml of the above-described auxotrophic mediu...